This data is from the Open Reaction Database (ORD), a public repository of structured organic reaction records. The task is: describe an organic reaction: reactants, conditions, products, and yield Reactants: C1(CCCCC1)C[C@@H]1N(C(O[C@H]1C1OC1)(C)C)C(=O)OC(C)(C)C (tert-butyl (4S,5R)-4-(cyclohexylmethyl)-2,2-dimethyl-5-[(RS)-2-oxiranyl]-3-oxazolidinecarboxylate), C1(CC1)N (cyclopropylamine). Run in CO (methanol). Reaction conditions: time 8 hour. Product: C1(CCCCC1)C[C@@H]1N(C(O[C@H]1[C@H](CNC1CC1)O)(C)C)C(=O)OC(C)(C)C (tert-butyl (4S,5R)-4-(cyclohexylmethyl)-5-[(S)-2-(cyclopropylamino)-1-hydroxyethyl]-2,2-dimethyl-3-oxazolidinecarboxylate). RXN SMILES: [CH:1]1([CH2:7][C@H:8]2[C@H:12]([CH:13]3[CH2:15][O:14]3)[O:11][C:10]([CH3:17])([CH3:16])[N:9]2[C:18]([O:20][C:21]([CH3:24])([CH3:23])[CH3:22])=[O:19])[CH2:6][CH2:5][CH2:4][CH2:3][CH2:2]1.[CH:25]1([NH2:28])[CH2:27][CH2:26]1>CO>[CH:1]1([CH2:7][C@H:8]2[C@H:12]([C@@H:13]([OH:14])[CH2:15][NH:28][CH:25]3[CH2:27][CH2:26]3)[O:11][C:10]([CH3:17])([CH3:16])[N:9]2[C:18]([O:20][C:21]([CH3:24])([CH3:22])[CH3:23])=[O:19])[CH2:6][CH2:5][CH2:4][CH2:3][CH2:2]1. Procedure details: A mixture of 733 mg (2.16 mmol) of tert-butyl (4S,5R)-4-(cyclohexylmethyl)-2,2-dimethyl-5-[(RS)-2-oxiranyl]-3-oxazolidinecarboxylate (WO 88/4664) and 2 ml of cyclopropylamine in 15 ml of methanol is stirred at 50° overnight under argon. Thereafter, the reaction mixture is evaporated and, for purification and separation of the epimers, the residue is chromatographed on 100 g of silica gel using a 98:2 mixture of chloroform and methanol as the eluent. There are obtained 185 mg of the less polar te... Starting materials: CC(CNC1=NC(=CC=C1[N+](=O)[O-])Br)(C)C (2-(2,2-dimethylpropylamino)-3-nitro-6-bromopyridine), [PH2](=O)O (hypophosphorous acid), CO (MeOH), N#CBr (cyanogen bromide). Reagents/catalysts: C/C(=C\C(=O)C)/O.C/C(=C\C(=O)C)/O.O=[V] (VO(acac)2), [Pt] (Pt/C). Solvent: C1(=CC=CC=C1)C (toluene), O (H2O). Reaction conditions: temperature 75 celsius, time 18 hour. Product: [Br-].BrC1=CC=C2C(=N1)N(C(=N2)[NH3+])CC(C)(C)C (5-Bromo-3-(2,2-dimethyl-propyl)-3H-imidazo[4,5-b]pyridin-2-yl-ammonium bromide). Isolated yield 152.1%. RXN SMILES: [PH2](O)=O.[CH3:4][C:5]([CH3:19])([CH3:18])[CH2:6][NH:7][C:8]1[C:13]([N+:14]([O-])=O)=[CH:12][CH:11]=[C:10]([Br:17])[N:9]=1.[N:20]#[C:21]Br.CO>O.C1(C)C=CC=CC=1.[Pt].C/C(/O)=C\C(C)=O.C/C(/O)=C\C(C)=O.O=[V]>[Br-:17].[Br:17][C:10]1[N:9]=[C:8]2[N:7]([CH2:6][C:5]([CH3:19])([CH3:18])[CH3:4])[C:21]([NH3+:20])=[N:14][C:13]2=[CH:12][CH:11]=1 |f:7.8.9,10.11|. Reported procedure: Stir a mixture of hypophosphorous acid 50 wt. % aq. sol'n (0.555 g) and 5% Pt/C (2.5 g) in H2O (20 mL, 0.4 vol.) for 10 minutes. Add solid VO(acac)2 (0.420 g, 1.20 mmol) and stir the dark slurry for an additional 5 minutes. Charge this slurry to a mixture of 2-(2,2-dimethylpropylamino)-3-nitro-6-bromopyridine (50.00 g, 173.61 mmol) in toluene (500.00 mL) in a one liter autoclave at ambient temperature. Heat the autoclave to 75° C. in the presence of H2 at 35 psi (2.38 atmospheres) with stirring ... Starting materials: C(#N)[BH3-].[Na+] (sodium cyanoborohydride), C(C(C)C)C1=C(C=C(C=C1)C1=C2C(=NO1)C1=CC=C(C=C1CC2)C=O)C(F)(F)F (3-(4-isobutyl-3-(trifluoromethyl)phenyl)-4,5-dihydronaphtho[1,2-c]isoxazole-7-carbaldehyde), N1CC(C1)C(=O)O (azetidine-3-carboxylic acid), CO (methanol). Reagents/catalysts: CC(=O)O (AcOH). Yields the product C(C(C)C)C1=C(C=C(C=C1)C1=C2C(=NO1)C1=CC=C(C=C1CC2)CN2CC(C2)C(=O)O)C(F)(F)F (1-((3-(4-isobutyl-3-(trifluoromethyl)phenyl)-4,5-dihydronaphtho[1,2-c]isoxazol-7-yl)methyl)azetidine-3-carboxylic acid), C(=O)(C(F)(F)F)O (TFA). Reaction SMILES: [CH2:1]([C:5]1[CH:10]=[CH:9][C:8]([C:11]2[O:15][N:14]=[C:13]3[C:16]4[C:21]([CH2:22][CH2:23][C:12]=23)=[CH:20][C:19]([CH:24]=O)=[CH:18][CH:17]=4)=[CH:7][C:6]=1[C:26]([F:29])([F:28])[F:27])[CH:2]([CH3:4])[CH3:3].[NH:30]1[CH2:33][CH:32]([C:34]([OH:36])=[O:35])[CH2:31]1.C([BH3-])#N.[Na+].[CH3:41][OH:42]>ClC(Cl)C.CC(O)=O>[CH2:1]([C:5]1[CH:10]=[CH:9][C:8]([C:11]2[O:15][N:14]=[C:13]3[C:16]4[C:21]([CH2:22][CH2:23][C:12]=23)=[CH:20][C:19]([CH2:24][N:30]2[CH2:33][CH:32]([C:34]([OH:36])=[O:35])[CH2:31]2)=[CH:18][CH:17]=4)=[CH:7][C:6]=1[C:26]([F:29])([F:28])[F:27])[CH:2]([CH3:4])[CH3:3].[C:41]([OH:35])([C:26]([F:29])([F:28])[F:27])=[O:42] |f:2.3|. Procedure: To 3-(4-isobutyl-3-(trifluoromethyl)phenyl)-4,5-dihydronaphtho[1,2-c]isoxazole-7-carbaldehyde (Preparation 23D, 0.3 g, 0.751 mmol) in dichloroethane (2 mL) and methanol (2 mL) was added azetidine-3-carboxylic acid (0.091 g, 0.901 mmol) followed by 8 drops of AcOH. The reaction mixture was heated at 80° C. for 1 h. The reaction mixture was cooled to room temperature and sodium cyanoborohydride was added in one lot. The contents were stirred at room temperature for 30 min., concentrated, dissolved... The solvent is ClC(C)Cl (dichloroethane). Reaction conditions: temperature 80 celsius, time 30 minute. Isolated yield 32.5%. Starting materials: BrC1=CC=2C(C3=[N+](C=CC=C3OC2C=C1)[O-])=O (8-bromo-10-oxo-10H-chromeno[3,2-b]pyridine 1-oxide), P(=O)(Cl)(Cl)Cl (phosphorus oxychloride), BrC1=CC=2C(C3=NC=CC=C3OC2C=C1)=O (8-bromo-10H-chromeno[3,2-b]pyridin-10-one), C(=O)(N)N.OO (urea peroxide), FC(C(=O)OC(C(F)(F)F)=O)(F)F (trifluoroacetic anhydride). Run in CN(C)C=O (DMF), C1(=CC=CC=C1)C (toluene), C(Cl)Cl (DCM). Run at time 2 hour. Product: BrC1=CC=2C(C3=NC(=CC=C3OC2C=C1)Cl)=O (8-bromo-2-chloro-10H-chromeno[3,2-b]pyridin-10-one). RXN SMILES: [Br:1][C:2]1[CH:15]=[CH:14][C:13]2[O:12][C:11]3[C:6](=[N:7][CH:8]=[CH:9][CH:10]=3)[C:5](=[O:16])[C:4]=2[CH:3]=1.C(N)(N)=O.OO.FC(F)(F)C(OC(=O)C(F)(F)F)=O.BrC1C=CC2OC3C(=[N+]([O-])C=CC=3)C(=O)C=2C=1.P(Cl)(Cl)([Cl:55])=O>C(Cl)Cl.C1(C)C=CC=CC=1.CN(C=O)C>[Br:1][C:2]1[CH:15]=[CH:14][C:13]2[O:12][C:11]3[C:6](=[N:7][C:8]([Cl:55])=[CH:9][CH:10]=3)[C:5](=[O:16])[C:4]=2[CH:3]=1 |f:1.2|. Procedure details: A RBF was charged with 3-chloro-2-cyanopyridine (40 g, 289 mmol), 4-bromophenol (49.9 g, 289 mmol) and cesium carbonate (113 g, 346 mmol). The reactants were suspended in 50 mL of DMSO and allowed to stir at 85 C overnight. The reaction was cooled to RT and to it was added 600 mL of water. The reaction was filtered and the solid washed with water, air dried to provide 3-(4-bromophenoxy)picolinonitrile as a tan solid. Step 2: A mixture of 3-(4-bromophenoxy)picolinonitrile (57 g, 207 mmol) and 300...